This data is from the Open Reaction Database (ORD), a public repository of structured organic reaction records. The task is: describe an organic reaction: reactants, conditions, products, and yield Run at time 8 hour. Yield: 85.6%. Procedure details: A mixture of N-cyclopropyl-N-piperidin-4-yl-3-trifluoromethyl-benzenesulfonamide (400 mg, 1.15 mmol), 2-tert-butoxycarbonylamino-3-m-tolyl-propionic acid (334 mg, 1.2 mmol), 1-hydroxybenzotriazole hydrate (HOBt, 50 mg, 0.37 mmol), 1-(3-dimethylaminopropyl)-3-ethylcarbodiimide hydrochloride (EDCI, 218 mg, 1.15 mmol), and DMF (5 mL) was shaken at room temperature for 8 hours. The reaction mixture was poured into 20 mL of ethyl acetate, washed with 5 mL of 2N HCl solution, saturated NaHCO3 (20 mL),... As a reaction SMILES: [CH:1]1([N:4]([CH:18]2[CH2:23][CH2:22][NH:21][CH2:20][CH2:19]2)[S:5]([C:8]2[CH:13]=[CH:12][CH:11]=[C:10]([C:14]([F:17])([F:16])[F:15])[CH:9]=2)(=[O:7])=[O:6])[CH2:3][CH2:2]1.[C:24]([O:28][C:29]([NH:31][CH:32]([CH2:36][C:37]1[CH:38]=[C:39]([CH3:43])[CH:40]=[CH:41][CH:42]=1)[C:33](O)=[O:34])=[O:30])([CH3:27])([CH3:26])[CH3:25].O.ON1C2C=CC=CC=2N=N1.Cl.CN(C)CCCN=C=NCC>C(OCC)(=O)C.CN(C=O)C>[C:24]([O:28][C:29](=[O:30])[NH:31][CH:32]([CH2:36][C:37]1[CH:42]=[CH:41][CH:40]=[C:39]([CH3:43])[CH:38]=1)[C:33]([N:21]1[CH2:22][CH2:23][CH:18]([N:4]([CH:1]2[CH2:3][CH2:2]2)[S:5]([C:8]2[CH:13]=[CH:12][CH:11]=[C:10]([C:14]([F:17])([F:15])[F:16])[CH:9]=2)(=[O:6])=[O:7])[CH2:19][CH2:20]1)=[O:34])([CH3:27])([CH3:26])[CH3:25] |f:2.3,4.5|. The product is C(C)(C)(C)OC(NC(C(=O)N1CCC(CC1)N(S(=O)(=O)C1=CC(=CC=C1)C(F)(F)F)C1CC1)CC1=CC(=CC=C1)C)=O ([2-{4-[cyclopropyl-(3-trifluoromethylbenzenesulfonyl)-amino]piperidin-1-yl}-1-(3-methylbenzyl)-2-oxo-ethyl]carbamic acid tert-butyl ester). Starting materials: C1(CC1)N(S(=O)(=O)C1=CC(=CC=C1)C(F)(F)F)C1CCNCC1 (N-cyclopropyl-N-piperidin-4-yl-3-trifluoromethyl-benzenesulfonamide), C(C)(C)(C)OC(=O)NC(C(=O)O)CC=1C=C(C=CC1)C (2-tert-butoxycarbonylamino-3-m-tolyl-propionic acid), O.ON1N=NC2=C1C=CC=C2 (1-hydroxybenzotriazole hydrate), Cl.CN(CCCN=C=NCC)C (1-(3-dimethylaminopropyl)-3-ethylcarbodiimide hydrochloride). Solvent: CN(C)C=O (DMF), C(C)(=O)OCC (ethyl acetate). Reactants: CO, COC(=O)c1ncc(C#N)cc1C, N. Yields the product Cc1cc(C#N)cnc1C(N)=O. As a reaction SMILES: [CH3:15][OH:16].[CH3:1][O:2][C:3](=[O:4])[c:5]1[n:6][cH:7][c:8]([C:12]#[N:13])[cH:9][c:10]1[CH3:11].[NH3:14]>>[O:2]=[C:3]([c:5]1[n:6][cH:7][c:8]([C:12]#[N:13])[cH:9][c:10]1[CH3:11])[NH2:14]. Starting materials: CSC(=NC#N)SC, CO, NCCN1CCC(Nc2nc3cccnc3n2Cc2ccc(F)cc2)CC1. Product: CSC(=NC#N)NCCN1CCC(Nc2nc3cccnc3n2Cc2ccc(F)cc2)CC1. RXN SMILES: [C:1](#[N:2])[N:3]=[C:4]([S:5][CH3:6])[S:7][CH3:8].[CH3:36][OH:37].[NH2:9][CH2:10][CH2:11][N:12]1[CH2:13][CH2:14][CH:15]([NH:18][c:19]2[n:20][c:21]3[c:22]([n:23][cH:24][cH:25][cH:26]3)[n:27]2[CH2:28][c:29]2[cH:30][cH:31][c:32]([F:35])[cH:33][cH:34]2)[CH2:16][CH2:17]1>>[C:1](#[N:2])[N:3]=[C:4]([S:5][CH3:6])[NH:9][CH2:10][CH2:11][N:12]1[CH2:13][CH2:14][CH:15]([NH:18][c:19]2[n:20][c:21]3[c:22]([n:23][cH:24][cH:25][cH:26]3)[n:27]2[CH2:28][c:29]2[cH:30][cH:31][c:32]([F:35])[cH:33][cH:34]2)[CH2:16][CH2:17]1. Reactants: BrC1=CC(=NC=C1)NN ((4-bromo-pyridin-2-yl)-hydrazine), C(=O)O (formic acid). The product is BrC1=CC=2N(C=C1)C=NN2 (7-Bromo-[1,2,4]triazolo[4,3-a]pyridine). RXN SMILES: [Br:1][C:2]1[CH:7]=[CH:6][N:5]=[C:4]([NH:8][NH2:9])[CH:3]=1.[CH:10](O)=O>>[Br:1][C:2]1[CH:7]=[CH:6][N:5]2[CH:10]=[N:9][N:8]=[C:4]2[CH:3]=1. Procedure details: A solution of (4-bromo-pyridin-2-yl)-hydrazine (0.50 g) in formic acid (0.50 mL) is stirred at reflux temperature overnight. After cooling to room temperature, the solution was concentrated under reduced pressure. Water was added to the residue and the resulting mixture was extracted with ethyl acetate. The combined organic extracts were washed with brine, dried (MgSO4), and concentrated to give the title compound. Starting materials: BrC1=CC=2C3=C(C=NC2C=C1)N(C(N3C=3C(=NN(C3)C)C)=O)C (8-bromo-1-(1,3-dimethyl-1H-pyrazol-4-yl)-3-methyl-1,3-dihydro-imidazo[4,5-c]quinolin-2-one), BrC1=CC=2C3=C(C=NC2C=C1)N(C(N3C=3C(=NN(C3)C)C)=O)C (8-bromo-1-(1,3-dimethyl-1H-pyrazol-4-yl)-3-methyl-1,3-dihydro-imidazo[4,5-c]quinolin-2-one), C(C)OC1=NC=CC(=C1)B(O)O (2-ethoxy-4-pyridinylboronic acid). Yields the product CN1N=C(C(=C1)N1C(N(C=2C=NC=3C=CC(=CC3C21)C2=CC(=NC=C2)OCC)C)=O)C (1-(1,3-Dimethyl-1H-pyrazol-4-yl)-8-(2-ethoxy-pyridin-4-yl)-3-methyl-1,3-dihydro-imidazo[4,5-c]quinolin-2-one). As a reaction SMILES: Br[C:2]1[CH:11]=[CH:10][C:9]2[N:8]=[CH:7][C:6]3[N:12]([CH3:23])[C:13](=[O:22])[N:14]([C:15]4[C:16]([CH3:21])=[N:17][N:18]([CH3:20])[CH:19]=4)[C:5]=3[C:4]=2[CH:3]=1.[CH2:24]([O:26][C:27]1[CH:32]=[C:31](B(O)O)[CH:30]=[CH:29][N:28]=1)[CH3:25]>>[CH3:20][N:18]1[CH:19]=[C:15]([N:14]2[C:5]3[C:4]4[CH:3]=[C:2]([C:31]5[CH:30]=[CH:29][N:28]=[C:27]([O:26][CH2:24][CH3:25])[CH:32]=5)[CH:11]=[CH:10][C:9]=4[N:8]=[CH:7][C:6]=3[N:12]([CH3:23])[C:13]2=[O:22])[C:16]([CH3:21])=[N:17]1. Procedure: The title compound was synthesized in a similar manner as described for Example 1.1 using 8-bromo-1-(1,3-dimethyl-1H-pyrazol-4-yl)-3-methyl-1,3-dihydro-imidazo[4,5-c]quinolin-2-one (Intermediate A, 40 mg, 0.107 mmol) and 2-ethoxy-4-pyridinylboronic acid (Combi-Blocks, San Diego, USA, 22.4 mg, 0.134 mmol) to give the title compound as a white solid. (HPLC: tR 2.45 min (Method A); M+H=415 MS-ES; 1H-NMR (d6-DMSO, 400 MHz) 8.99 (s, 1H), 8.24-8.16 (m, 2H), 8.14-8.07 (m, 1H), 8.02-7.94 (m, 1H), 7.66-7... Starting materials: C[C@]12C(CC=C2C2=C(CC1)C=1C=CC(=CC1CC2)O)=O (13β-methyl-3-hydroxygona-1,3,5(10),8,14-pentaen-17one), C(C)(=O)OC(C)=O (acetic anhydride). Run in N1=CC=CC=C1 (pyridine). Run at time 4 hour. Product: C[C@]12C(CC=C2C2=C(CC1)C=1C=CC(=CC1CC2)OC(C)=O)=O (13β-methyl-3-acetoxygona-1,3,5(10),8,14-pentaen-17-one). RXN SMILES: [CH3:1][C@:2]12[CH2:10][CH2:9][C:8]3[C:11]4[CH:12]=[CH:13][C:14]([OH:19])=[CH:15][C:16]=4[CH2:17][CH2:18][C:7]=3[C:6]1=[CH:5][CH2:4][C:3]2=[O:20].[C:21](OC(=O)C)(=[O:23])[CH3:22]>N1C=CC=CC=1>[CH3:1][C@:2]12[CH2:10][CH2:9][C:8]3[C:11]4[CH:12]=[CH:13][C:14]([O:19][C:21](=[O:23])[CH3:22])=[CH:15][C:16]=4[CH2:17][CH2:18][C:7]=3[C:6]1=[CH:5][CH2:4][C:3]2=[O:20]. Reported procedure: Mix 13β-methyl-3-hydroxygona-1,3,5(10),8,14-pentaen-17one with pyridine (3 cc) and acetic anhydride (1 cc) and keep at room temperature for 4 hours. Add ethanol (1 cc) and remove low-boiling material under reduced pressure (0.1 mm) to leave a red gum which crystallizes from a mixture of ethyl acetate and light petroleum. Recrystallize from methanol to obtain crystals of 13β-methyl-3-acetoxygona-1,3,5(10),8,14-pentaen-17-one, melting partially at 161°-166° with resolidification at about 220° and ... Reactants: final salt, C(C1=CC=CC=C1)N1C[C@H]([C@H](CC1)C)NC (cis-(1-benzyl-4-methyl-piperidin-3-yl)-methyl-amine), Cl (HCl). Solvent: C(C)O (ethanol). Run at temperature 0 celsius, time 5 minute. Product: Cl.C(C1=CC=CC=C1)N1C[C@H]([C@H](CC1)C)NC (Cis-(1-Benzyl-4-methyl-piperidin-3-yl)-methyl-amine hydrochloride salt). The yield is 37.5%. As a reaction SMILES: [CH2:1]([N:8]1[CH2:13][CH2:12][C@H:11]([CH3:14])[C@H:10]([NH:15][CH3:16])[CH2:9]1)[C:2]1[CH:7]=[CH:6][CH:5]=[CH:4][CH:3]=1.[ClH:17]>C(O)C>[ClH:17].[CH2:1]([N:8]1[CH2:13][CH2:12][C@H:11]([CH3:14])[C@H:10]([NH:15][CH3:16])[CH2:9]1)[C:2]1[CH:3]=[CH:4][CH:5]=[CH:6][CH:7]=1 |f:3.4|. Procedure: The final salt formation was performed by charging 1.5 grams cis-(1-benzyl-4-methyl-piperidin-3-yl)-methyl-amine (1 equiv., 5.15 mmol) and 4.5 ml ethanol (3 volumes) to a reactor at 0° C. To the 0° C. pot, was charged 0.93 ml 36% HCl (0.625 volumes) so that the temperature stayed below 10° C. Next 3 mis ethanol (2 volumes) were concentrated from the reaction. To the reaction was charged 7.5 mls ethyl acetate (5 volumes), the reaction was stirred for 5 minutes and then 6 mls ethyl acetate (4 volu...